This data is from the Open Reaction Database (ORD), a public repository of structured organic reaction records. The task is: describe an organic reaction: reactants, conditions, products, and yield Reactants: lithium tert butyl, n-octyl aldehyde, C(=O)(C(F)(F)F)O (TFA), C(C)(C)(C)C(C(=O)O)(C(CCCCCCC)O)C(C)=O ((±)-tert butyl acetyl-3-hydroxydecanoic acid). Yields the product OC(CC(=O)O)CCCCCCC ((±)-3-hydroxydecanoic acid). As a reaction SMILES: C(O)(C(F)(F)F)=O.C([C:12](C(=O)C)([CH:16]([OH:24])[CH2:17][CH2:18][CH2:19][CH2:20][CH2:21][CH2:22][CH3:23])[C:13]([OH:15])=[O:14])(C)(C)C>>[OH:24][CH:16]([CH2:17][CH2:18][CH2:19][CH2:20][CH2:21][CH2:22][CH3:23])[CH2:12][C:13]([OH:15])=[O:14]. Procedure: Synthesis of analogs 18, 20, 21 proceeded by a shortened piperidine deblock of Fmoc-OBzl-D-Glu.41The reduction of deblock from 20 to 5 minutes was necessary to prevent the cyclization20 of OBzl-D-Glu to pyroglutamic acid. The orthoganol Boc/Fmoc protection scheme allowed the selective removal of the base labile Fmoc group, while maintaining the base insensitive Boc protection on the L-Ile. The synthesis was continued by coupling of Fmoc-L-Leu42 in the usual manner (DCC/HOBT) which was followed b... The reactants are [NH4+].[OH-] (NH4OH), H2O-, CS(=O)(=O)O.C(#N)C1=CC=C(C=C1)C=1SC(=C(N1)C)C(=O)N[C@@H]([C@@](CN1N=CN=C1)(O)C1=C(C=C(C=C1)F)F)C ((1R,2R)-2-(4-cyanophenyl)-N-[2-(2,4-difluorophenyl)-2-hydroxy-1-methyl-3-(1H-1,2,4-triazol-1-yl)propyl]-4-methyl thiazole-5-carboxamide methanesulfonate). The product is C(N)(=O)C1=CC=C(C=C1)C=1SC(=C(N1)C)C(=O)N[C@@H]([C@@](CN1N=CN=C1)(O)C1=C(C=C(C=C1)F)F)C ((1R,2R)-2-(4-Carbamoylphenyl)-N-[2-(2,4-difluorophenyl)-2-hydroxy-1-methyl-3-(1H-1,2,4-triazol-1-yl)propyl]-4-methylthiazole-5-carboxamide). As a reaction SMILES: [NH4+].[OH-].CS(O)(=O)=[O:5].[C:8]([C:10]1[CH:15]=[CH:14][C:13]([C:16]2[S:17][C:18]([C:22]([NH:24][C@H:25]([CH3:42])[C@:26]([C:34]3[CH:39]=[CH:38][C:37]([F:40])=[CH:36][C:35]=3[F:41])([OH:33])[CH2:27][N:28]3[CH:32]=[N:31][CH:30]=[N:29]3)=[O:23])=[C:19]([CH3:21])[N:20]=2)=[CH:12][CH:11]=1)#[N:9]>>[C:8]([C:10]1[CH:15]=[CH:14][C:13]([C:16]2[S:17][C:18]([C:22]([NH:24][C@H:25]([CH3:42])[C@:26]([C:34]3[CH:39]=[CH:38][C:37]([F:40])=[CH:36][C:35]=3[F:41])([OH:33])[CH2:27][N:28]3[CH:32]=[N:31][CH:30]=[N:29]3)=[O:23])=[C:19]([CH3:21])[N:20]=2)=[CH:12][CH:11]=1)(=[O:5])[NH2:9] |f:0.1,2.3|. Procedure details: To a solution of NH4OH in a H2O--THF mixture was added (1R,2R)-2-(4-cyanophenyl)-N-[2-(2,4-difluorophenyl)-2-hydroxy-1-methyl-3-(1H-1,2,4-triazol-1-yl)propyl]-4-methyl thiazole-5-carboxamide methanesulfonate (0.5 g, 0.84 mmol, obtained in example 31). The mixture was refluxed for 2 days, then was concentrated and the aqueous residue was extracted with CHCl3. The organic layer was separated, dried over Na2SO4, filtered and the filtrate was concentrated to a solid (0.53 g). This was purified by fl... Starting materials: CCCCCCCCCCCC, Cc1ccccc1, Cc1cc(C)cc(I)c1, [K+], [K+], [K+], O=C1CCCN1, O=P([O-])([O-])[O-]. The product is Cc1cc(C)cc(N2CCCC2=O)c1. Reaction SMILES: [CH3:24][CH2:25][CH2:26][CH2:27][CH2:28][CH2:29][CH2:30][CH2:31][CH2:32][CH2:33][CH2:34][CH3:35].[CH3:36][c:37]1[cH:38][cH:39][cH:40][cH:41][cH:42]1.[CH3:9][c:10]1[cH:11][c:12]([I:17])[cH:13][c:14]([CH3:16])[cH:15]1.[K+:6].[K+:7].[K+:8].[NH:18]1[C:19](=[O:23])[CH2:20][CH2:21][CH2:22]1.[P:1]([O-:2])([O-:3])([O-:4])=[O:5]>>[CH3:9][c:10]1[cH:11][c:12]([N:18]2[C:19](=[O:23])[CH2:20][CH2:21][CH2:22]2)[cH:13][c:14]([CH3:16])[cH:15]1. Reactants: C(=O)C1=CS[C@H]2N(C1C(=O)OC(C1=CC=CC=C1)C1=CC=CC=C1)C([C@H]2NC(CC=2SC=CC2)=O)=O (diphenylmethyl 3-formyl-7β-(2-thienylacetamido)ceph-2-em-4-carboxylate), CC(=O)C=P(C1=CC=CC=C1)(C1=CC=CC=C1)C1=CC=CC=C1 (methylcarbonylmethylenetriphenylphosphorane). The solvent is C1=CC=CC=C1 (benzene), C1=CC=CC=C1 (benzene). Product: CC(=O)/C=C/C1=CS[C@H]2N(C1C(=O)OC(C1=CC=CC=C1)C1=CC=CC=C1)C([C@H]2NC(CC=2SC=CC2)=O)=O (Diphenylmethyl 3-(trans-2-methylcarbonylvinyl)-7β-(2-thienylacetamido)ceph-2-em-4-carboxylate). Isolated yield 25.6%. As a reaction SMILES: [CH:1]([C:3]1[CH:8]([C:9]([O:11][CH:12]([C:19]2[CH:24]=[CH:23][CH:22]=[CH:21][CH:20]=2)[C:13]2[CH:18]=[CH:17][CH:16]=[CH:15][CH:14]=2)=[O:10])[N:7]2[C:25](=[O:36])[C@@H:26]([NH:27][C:28](=[O:35])[CH2:29][C:30]3[S:31][CH:32]=[CH:33][CH:34]=3)[C@H:6]2[S:5][CH:4]=1)=O.[CH3:37][C:38]([CH:40]=P(C1C=CC=CC=1)(C1C=CC=CC=1)C1C=CC=CC=1)=[O:39]>C1C=CC=CC=1>[CH3:37][C:38](/[CH:40]=[CH:1]/[C:3]1[CH:8]([C:9]([O:11][CH:12]([C:13]2[CH:18]=[CH:17][CH:16]=[CH:15][CH:14]=2)[C:19]2[CH:20]=[CH:21][CH:22]=[CH:23][CH:24]=2)=[O:10])[N:7]2[C:25](=[O:36])[C@@H:26]([NH:27][C:28](=[O:35])[CH2:29][C:30]3[S:31][CH:32]=[CH:33][CH:34]=3)[C@H:6]2[S:5][CH:4]=1)=[O:39]. Reported procedure: A solution of diphenylmethyl 3-formyl-7β-(2-thienylacetamido)ceph-2-em-4-carboxylate (116 mg.) in benzene (3 ml.) was treated with a solution of methylcarbonylmethylenetriphenylphosphorane (150 mg.) in benzene (4 ml.) and the mixture refluxed for 5.75 hours. The organic solution was washed with 2N-hydrochloric acid and water, dried and evaporated in vacuo. The residual gum (186 mg.) was purified by preparative T.L.C. (Kieselgel HF254+366, developed five times with benzene-ethyl acetate = 8:1) to... Starting materials: CCN(C(C)C)C(C)C, Cl, CCOC(=O)C1=C(O)c2cccc(F)c2C2(CCOCC2)C1=O, CC(C)(C)OC(=O)CN, C1COCCO1. The product is CC(C)(C)OC(=O)CNC(=O)C1=C(O)c2cccc(F)c2C2(CCOCC2)C1=O. As a reaction SMILES: [CH2:34]([N:35]([CH:36]([CH3:37])[CH3:38])[CH:39]([CH3:40])[CH3:41])[CH3:42].[ClH:24].[F:1][c:2]1[cH:3][cH:4][cH:5][c:6]2[c:11]1[C:10]1([C:9](=[O:17])[C:8]([C:18](=[O:19])[O:20][CH2:21][CH3:22])=[C:7]2[OH:23])[CH2:12][CH2:13][O:14][CH2:15][CH2:16]1.[NH2:25][CH2:26][C:27](=[O:28])[O:29][C:30]([CH3:31])([CH3:32])[CH3:33].[O:43]1[CH2:44][CH2:45][O:46][CH2:47][CH2:48]1>>[F:1][c:2]1[cH:3][cH:4][cH:5][c:6]2[c:11]1[C:10]1([C:9](=[O:17])[C:8]([C:18](=[O:19])[NH:25][CH2:26][C:27](=[O:28])[O:29][C:30]([CH3:31])([CH3:32])[CH3:33])=[C:7]2[OH:23])[CH2:12][CH2:13][O:14][CH2:15][CH2:16]1. Reactants: ClCCCCC#C (6-chlorohex-1-yne), C(CCC)[Li] (n-butyllithium), Cl[Si](C)(C)C (Chlorotrimethylsilane). Solvent: CCOCC (Et2O). Reaction conditions: temperature -78 celsius, time 30 minute. The product is ClCCCCC#C[Si](C)(C)C ((6-chlorohex-1-yn-1-yl)trimethylsilane). Yield: 93.0%. RXN SMILES: [Cl:1][CH2:2][CH2:3][CH2:4][CH2:5][C:6]#[CH:7].C([Li])CCC.Cl[Si:14]([CH3:17])([CH3:16])[CH3:15]>CCOCC>[Cl:1][CH2:2][CH2:3][CH2:4][CH2:5][C:6]#[C:7][Si:14]([CH3:17])([CH3:16])[CH3:15]. Reported procedure: To a solution of 6-chlorohex-1-yne (100 mL, 94.6 g, 0.82 mol) in anhydrous Et2O (500 mL) at −78° C., n-butyllithium (2.5 M in hexane, 360 mL, 0.90 mol) was added over 40 minutes. The resulting mixture was stirred for 30 minutes at −78° C. Chlorotrimethylsilane (125 mL, 1.0 mol) was then added. The mixture was allowed to warm to room temperature and stirred for 16 h. The reaction mixture was carefully quenched with saturated aqueous NH4Cl (300 mL) at room temperature and extracted with Et2O (2×20...